Dataset: the Open Reaction Database (ORD), a public repository of structured organic reaction records. Task: describe an organic reaction: reactants, conditions, products, and yield Starting materials: Cc1cc(S(N)(=O)=O)sc1Br, CC(=O)O, [Zn]. The product is Cc1csc(S(N)(=O)=O)c1. RXN SMILES: [Br:1][c:2]1[c:3]([CH3:11])[cH:4][c:5]([S:7](=[O:8])(=[O:9])[NH2:10])[s:6]1.[C:12]([OH:13])(=[O:14])[CH3:15].[Zn:16]>>[cH:2]1[c:3]([CH3:11])[cH:4][c:5]([S:7](=[O:8])(=[O:9])[NH2:10])[s:6]1.